Dataset: the Open Reaction Database (ORD), a public repository of structured organic reaction records. Task: describe an organic reaction: reactants, conditions, products, and yield The reactants are OC=1C2=C(N=CN1)C=C(N=C2)C (4-hydroxy-7-methyl-pyrido[4,3-d]pyrimidine), ClC=1C=C(N)C=CC1 (m-chloroaniline), Cl (HCl). The solvent is N1=CC=CC=C1 (pyridine). Product: Cl.ClC=1C=C(C=CC1)NC=1C2=C(N=CN1)C=C(N=C2)C ((3-Chloro-phenyl)-(7-methyl-pyrido[4,3-d]pyrimidin-4-yl)-amine Hydrochloride). Yield: 34.0%. As a reaction SMILES: O[C:2]1[C:3]2[CH:11]=[N:10][C:9]([CH3:12])=[CH:8][C:4]=2[N:5]=[CH:6][N:7]=1.[Cl:13][C:14]1[CH:15]=[C:16]([CH:18]=[CH:19][CH:20]=1)[NH2:17].Cl>N1C=CC=CC=1>[ClH:13].[Cl:13][C:14]1[CH:15]=[C:16]([NH:17][C:2]2[C:3]3[CH:11]=[N:10][C:9]([CH3:12])=[CH:8][C:4]=3[N:5]=[CH:6][N:7]=2)[CH:18]=[CH:19][CH:20]=1 |f:4.5|. Procedure details: Utilizing a procedure analogous to that described in Example 16, this product was prepared in 34% yield from 4-hydroxy-7-methyl-pyrido[4,3-d]pyrimidine (1.0 eq) and m-chloroaniline (40.0 eq) in pyridine. The HCl salt was generated from the purified free base according to the procedure given in Example 1. (M.P. 255-256° C.; GC-MS: 270 (MH+); anal. RP18-HPLC RT: 4.05 min.) Starting materials: OC1C2=C(CN(C1)[C@H](C(=O)OC)C1=C(C=CC=C1)Cl)C=CS2 (Methyl(S)-α-(7-hydroxy-4,5,6,7-tetrahydro-5-thieno[3,2-c]pyridyl)-o-chlorophenylacetate), Cl (HCl), SnCl2 dihydrate. Run in C(C)(=O)O (acetic acid). Yields the product COC(=O)[C@H](C=1C=CC=CC1Cl)N2CCC3=C(C=CS3)C2 (clopidogrel), product. Reaction SMILES: O[CH:2]1[CH2:7][N:6]([C@@H:8]([C:13]2[CH:18]=[CH:17][CH:16]=[CH:15][C:14]=2[Cl:19])[C:9]([O:11][CH3:12])=[O:10])[CH2:5][C:4]2[CH:20]=[CH:21][S:22][C:3]1=2.Cl>C(O)(=O)C>[CH3:12][O:11][C:9]([C@@H:8]([N:6]1[CH2:5][C:4]2[CH:20]=[CH:21][S:22][C:3]=2[CH2:2][CH2:7]1)[C:13]1[CH:18]=[CH:17][CH:16]=[CH:15][C:14]=1[Cl:19])=[O:10]. Reported procedure: Methyl(S)-α-(7-hydroxy-4,5,6,7-tetrahydro-5-thieno[3,2-c]pyridyl)-o-chlorophenylacetate (1 g, 2.95 mmol) was dissolved in acetic acid (18.8 mL) and treated sequentially with conc. HCl and SnCl2 dihydrate (1.4 g, 6.2 mmol). The reaction was allowed to stir under nitrogen and the solvent was evaporated under vacuum after its completion. The residue was basified with aqueous sodium bicarbonate and extracted repeatedly with ethyl acetate. The combined organic layer was dried, filtered and concentrat... Run at temperature 90 celsius, time 40 minute. Run in C1(=CC=CC=C1)C (toluene). Reaction SMILES: [C:1]([NH:11][CH:12]([C:17](=[O:20])[CH2:18][CH3:19])[C:13]([O:15]C)=[O:14])(=O)[CH:2]=[CH:3][C:4]1[CH:9]=[CH:8][CH:7]=[CH:6][CH:5]=1.P(Cl)(Cl)(Cl)=O>C1(C)C=CC=CC=1>[CH2:18]([C:17]1[O:20][C:1]([CH:2]=[CH:3][C:4]2[CH:5]=[CH:6][CH:7]=[CH:8][CH:9]=2)=[N:11][C:12]=1[C:13]([OH:15])=[O:14])[CH3:19]. Starting materials: C(C=CC1=CC=CC=C1)(=O)NC(C(=O)OC)C(CC)=O (methyl 2-cinnamoylamino-3-oxovalerate), P(=O)(Cl)(Cl)Cl (phosphorus oxychloride). Product: C(C)C1=C(N=C(O1)C=CC1=CC=CC=C1)C(=O)O (5-ethyl-2-styryl-4oxazolecarboxylic acid). Reported procedure: A mixture of methyl 2-cinnamoylamino-3-oxovalerate (8.25 g), phosphorus oxychloride (5.6 ml) and toluene (80 ml) was refluxed with stirring for 40 minutes. The solvent was then distilled off and the residue was neutralized with aqueous sodium hydrogen carbonate and extracted with ethyl ether. The ethyl ether layer was washed with water and dried over anhydrous magnesium sulfate. The solvent was distilled off and the oily residue was dissolved in ethanol (30 ml). To the solution was added 2N sodi... The reactants are CCO, COC(=O)C(C)NC(=O)c1ccc(Cl)s1, [Na+], [OH-]. Yields the product CC(NC(=O)c1ccc(Cl)s1)C(=O)O. Reaction SMILES: [CH3:18][CH2:19][OH:20].[Cl:1][c:2]1[cH:3][cH:4][c:5]([C:7](=[O:8])[NH:9][CH:10]([C:11](=[O:12])[O:13][CH3:14])[CH3:15])[s:6]1.[Na+:17].[OH-:16]>>[Cl:1][c:2]1[cH:3][cH:4][c:5]([C:7](=[O:8])[NH:9][CH:10]([C:11](=[O:12])[OH:13])[CH3:15])[s:6]1. Starting materials: CC(C(=O)O)(CC1=NC2=C(N1CC1=CC=C(C=C1)B1OC(C(O1)(C)C)(C)C)C=CC(=C2)OCC2=NC1=CC=CC=C1C=C2)C (2,2-dimethyl-3-(5-(quinolin-2-ylmethoxy)-1-(4-(4,4,5,5-tetramethyl-1,3,2-dioxaborolan-2-yl)benzyl)-1H-benzo[d]imidazol-2-yl)propanoic acid), BrC=1C=NN(C1)C (4-bromo-1-methyl-1H-pyrazole). The product is CC(C(=O)O)(CC1=NC2=C(N1CC1=CC=C(C=C1)C=1C=NN(C1)C)C=CC(=C2)OCC2=NC1=CC=CC=C1C=C2)C (2,2-Dimethyl-3-{1-[4-(1-methyl-1H-pyrazol-4-yl)benzyl]-5-(quinolin-2-ylmethoxy)-1H-benzimidazol-2-yl}propanoic acid). As a reaction SMILES: [CH3:1][C:2]([CH3:44])([CH2:6][C:7]1[N:11]([CH2:12][C:13]2[CH:18]=[CH:17][C:16](B3OC(C)(C)C(C)(C)O3)=[CH:15][CH:14]=2)[C:10]2[CH:28]=[CH:29][C:30]([O:32][CH2:33][C:34]3[CH:43]=[CH:42][C:41]4[C:36](=[CH:37][CH:38]=[CH:39][CH:40]=4)[N:35]=3)=[CH:31][C:9]=2[N:8]=1)[C:3]([OH:5])=[O:4].Br[C:46]1[CH:47]=[N:48][N:49]([CH3:51])[CH:50]=1>>[CH3:44][C:2]([CH3:1])([CH2:6][C:7]1[N:11]([CH2:12][C:13]2[CH:18]=[CH:17][C:16]([C:46]3[CH:47]=[N:48][N:49]([CH3:51])[CH:50]=3)=[CH:15][CH:14]=2)[C:10]2[CH:28]=[CH:29][C:30]([O:32][CH2:33][C:34]3[CH:43]=[CH:42][C:41]4[C:36](=[CH:37][CH:38]=[CH:39][CH:40]=4)[N:35]=3)=[CH:31][C:9]=2[N:8]=1)[C:3]([OH:5])=[O:4]. Procedure details: The title compound was prepared with similar methods to those in Example 147 using 2,2-dimethyl-3-(5-(quinolin-2-ylmethoxy)-1-(4-(4,4,5,5-tetramethyl-1,3,2-dioxaborolan-2-yl)benzyl)-1H-benzo[d]imidazol-2-yl)propanoic acid and 4-bromo-1-methyl-1H-pyrazole. MS (ESI): mass calcd. for C33H31N5O3, 545.24; m/z found, 546.2 [M+H]+. 1H NMR (500 MHz, DMSO-d6) δ 8.92 (d, J=8.6, 1H), 8.41 (d, J=8.5, 1H), 8.24 (d, J=8.1, 1H), 8.15 (s, 1H), 8.06-8.01 (m, 2H), 7.87-7.79 (m, 2H), 7.64 (d, J=9.1, 1H), 7.53 (d, ...